This data is from the Open Reaction Database (ORD), a public repository of structured organic reaction records. The task is: describe an organic reaction: reactants, conditions, products, and yield The reactants are CO, Nc1ncncc1OCC1CCN(CC1)c1cc(nc(OC[C@@H]2OCCC2)n1)Cl. The reagents and catalysts are c1ccc(cc1)-c2c3ccccc3cc4ccccc24 (9-Phenylanthracene), C(=O)([O-])[O-].[K+].[K+] (K2CO3), P(C1CCCC1)(c1ccccc1)c1ccccc1.P(C1CCCC1)(c1ccccc1)c1ccccc1.C(Cl)Cl.[Pd](Cl)Cl.[Fe] (Pd(dppf)Cl2). Solvent: CO (MeOH). Conditions: temperature 90 celsius, time 18 hour. Yields the product Nc1ncncc1OCC2CCN(CC2)c3cc(nc(OC[C@H]4CCCO4)n3)C(=O)NC56CC(C5)C6. RXN SMILES: [NH2:1][c:2]1[c:7]([O:8][CH2:9][CH:10]2[CH2:15][CH2:14][N:13]([c:16]3[n:28][c:20]([O:21][CH2:22][C@@H:23]4[O:27][CH2:26][CH2:25][CH2:24]4)[n:19][c:18](Cl)[cH:17]3)[CH2:12][CH2:11]2)[cH:6][n:5][cH:4][n:3]1.[CH3:29][OH:30]>>[NH2:1][c:2]1[c:7]([O:8][CH2:9][CH:10]2[CH2:15][CH2:14][N:13]([c:16]3[n:28][c:20]([O:21][CH2:22][C@@H:23]4[O:27][CH2:26][CH2:25][CH2:24]4)[n:19][c:18]([C:29](NC5(CC6C5)C6)=[O:30])[cH:17]3)[CH2:12][CH2:11]2)[cH:6][n:5][cH:4][n:3]1. Starting materials: NC1=C2COC(C2=CC(=C1)Cl)=O (4-amino-6-chloroisobenzofuran-1(3H)-one), C(C1=CC=CC=C1)=O (benzaldehyde), S(=O)(=O)([O-])[O-].[Mg+2] (magnesium sulfate). Run in ClCCl (dichloromethane). The product is C(/C1=CC=CC=C1)=N\C1=C2COC(C2=CC(=C1)Cl)=O ((E)-4-(Benzylideneamino)-6-chloroisobenzofuran-1(3H)-one). RXN SMILES: [NH2:1][C:2]1[CH:10]=[C:9]([Cl:11])[CH:8]=[C:7]2[C:3]=1[CH2:4][O:5][C:6]2=[O:12].[CH:13](=O)[C:14]1[CH:19]=[CH:18][CH:17]=[CH:16][CH:15]=1.S([O-])([O-])(=O)=O.[Mg+2]>ClCCl>[CH:13](=[N:1]/[C:2]1[CH:10]=[C:9]([Cl:11])[CH:8]=[C:7]2[C:3]=1[CH2:4][O:5][C:6]2=[O:12])\[C:14]1[CH:19]=[CH:18][CH:17]=[CH:16][CH:15]=1 |f:2.3|. Reported procedure: A mixture of 4-amino-6-chloroisobenzofuran-1(3H)-one (1 g, 5.46 mmol), benzaldehyde (0.72 g, 6.79 mmol) and magnesium sulfate (6 g) in dichloromethane (80 mL) was stirred at reflux overnight. The mixture was evaporated under reduced pressure and the residue was dried in vacuum. A crude product was obtained (740 mg) and used in next step without further purification. Reactants: C1CCOC1, Cc1c(C2C(=O)N3CCC(O[Si](C)(C)C(C)(C)C)C3C2(O)C(F)(F)F)ccc(C#N)c1Cl, F, c1ccncc1. The product is Cc1c(C2C(=O)N3CCC(O)C3C2(O)C(F)(F)F)ccc(C#N)c1Cl. As a reaction SMILES: [CH2:40]1[O:41][CH2:42][CH2:43][CH2:44]1.[Cl:1][c:2]1[c:3]([C:4]#[N:5])[cH:6][cH:7][c:8]([CH:11]2[C:12]([C:28]([F:29])([F:30])[F:31])([OH:32])[CH:13]3[CH:14]([O:20][Si:21]([C:22]([CH3:23])([CH3:24])[CH3:25])([CH3:26])[CH3:27])[CH2:15][CH2:16][N:17]3[C:18]2=[O:19])[c:9]1[CH3:10].[FH:33].[cH:34]1[cH:35][cH:36][n:37][cH:38][cH:39]1>>[Cl:1][c:2]1[c:3]([C:4]#[N:5])[cH:6][cH:7][c:8]([CH:11]2[C:12]([C:28]([F:29])([F:30])[F:31])([OH:32])[CH:13]3[CH:14]([OH:20])[CH2:15][CH2:16][N:17]3[C:18]2=[O:19])[c:9]1[CH3:10].